From a dataset of the Open Reaction Database (ORD), a public repository of structured organic reaction records. describe an organic reaction: reactants, conditions, products, and yield Reactants: Cc1ccc(-c2oncc2C(=O)O)cc1, O=C(N1CCCC1)N1CCNCC1. Product: Cc1ccc(-c2oncc2C(=O)N2CCN(C(=O)N3CCCC3)CC2)cc1. As a reaction SMILES: [CH3:1][c:2]1[cH:3][cH:4][c:5](-[c:8]2[c:9]([C:13](=[O:14])[OH:15])[cH:10][n:11][o:12]2)[cH:6][cH:7]1.[N:16]1([C:22](=[O:23])[N:24]2[CH2:25][CH2:26][CH2:27][CH2:28]2)[CH2:17][CH2:18][NH:19][CH2:20][CH2:21]1>>[CH3:1][c:2]1[cH:3][cH:4][c:5](-[c:8]2[c:9]([C:13](=[O:15])[N:19]3[CH2:18][CH2:17][N:16]([C:22](=[O:23])[N:24]4[CH2:25][CH2:26][CH2:27][CH2:28]4)[CH2:21][CH2:20]3)[cH:10][n:11][o:12]2)[cH:6][cH:7]1. Reported procedure: Utilizing a procedure analogous to that of Example 16(b), 671 mg (1.7 mmol) of 6-(5,6,7,8-tetrahydro-5,5,8,8-tetramethyl-2-naphthyloxy)naphthoyl chloride were reacted with 10 ml of aqueous ammonia (32%) to provide 560 mg (88%) of the expected amide, having a melting point of 175°-6° C. Reactants: CC1(C=2C=CC(=CC2C(CC1)(C)C)OC=1C=C2C=CC=C(C2=CC1)C(=O)Cl)C (6-(5,6,7,8-tetrahydro-5,5,8,8-tetramethyl-2-naphthyloxy)naphthoyl chloride), N (ammonia). Yield: 88.0%. As a reaction SMILES: [CH3:1][C:2]1([CH3:28])[CH2:11][CH2:10][C:9]([CH3:13])([CH3:12])[C:8]2[CH:7]=[C:6]([O:14][C:15]3[CH:16]=[C:17]4[C:22](=[CH:23][CH:24]=3)[C:21]([C:25](Cl)=[O:26])=[CH:20][CH:19]=[CH:18]4)[CH:5]=[CH:4][C:3]1=2.[NH3:29]>>[CH3:1][C:2]1([CH3:28])[CH2:11][CH2:10][C:9]([CH3:13])([CH3:12])[C:8]2[CH:7]=[C:6]([O:14][C:15]3[CH:16]=[C:17]4[C:22](=[CH:23][CH:24]=3)[C:21]([C:25]([NH2:29])=[O:26])=[CH:20][CH:19]=[CH:18]4)[CH:5]=[CH:4][C:3]1=2. The product is CC1(C=2C=CC(=CC2C(CC1)(C)C)OC=1C=C2C=CC=C(C2=CC1)C(=O)N)C (6-(5,6,7,8-tetrahydro-5,5,8,8-tetramethyl-2-naphthyloxy)naphthalene carboxamide). The reactants are O=C1CC(OC2=C1C=CC(=C2CCC)OCCCOC2=CC=CC=1CCCCC21)(CCC(=O)OCC)CCC(=O)OCC (diethyl 3,4-dihydro-4-oxo-8-propyl-7-[3-[(5,6,7,8-tetrahydro-1-naphthalenyl)oxy]propoxy]-2H-1-benzopyran-2,2-dipropanoate), ClC1=CC=C(OCCCOC2=C(C3=C(C(CC(O3)(CCC(=O)OCC)CCC(=O)OCC)=O)C=C2)CCC)C=C1 (diethyl 3,4-dihydro-7-[3-(4-chlorophenoxy)propoxy]-4-oxo-8-propyl-2H-1-benzopyran-2,2-dipropanoate). The solvent is C(C)(=O)OCC (ethyl acetate). Yields the product O=C1CC(OC2=C1C=CC(=C2CCC)OCCCOC2=CC=CC=1CCCCC21)(CCC(=O)O)CCC(=O)O (3,4-dihydro-4-oxo-8-propyl-7-[3-[(5,6,7,8-tetrahydro-1-naphthalenyl)oxy]propoxy]-2H-1-benzopyran-2,2-dipropanoic acid). Yield: 78.7%. As a reaction SMILES: [O:1]=[C:2]1[C:7]2[CH:8]=[CH:9][C:10]([O:15][CH2:16][CH2:17][CH2:18][O:19][C:20]3[C:29]4[CH2:28][CH2:27][CH2:26][CH2:25][C:24]=4[CH:23]=[CH:22][CH:21]=3)=[C:11]([CH2:12][CH2:13][CH3:14])[C:6]=2[O:5][C:4]([CH2:37][CH2:38][C:39]([O:41]CC)=[O:40])([CH2:30][CH2:31][C:32]([O:34]CC)=[O:33])[CH2:3]1.ClC1C=CC(OCCCOC2C=CC3C(=O)CC(CCC(OCC)=O)(CCC(OCC)=O)OC=3C=2CCC)=CC=1>C(OCC)(=O)C>[O:1]=[C:2]1[C:7]2[CH:8]=[CH:9][C:10]([O:15][CH2:16][CH2:17][CH2:18][O:19][C:20]3[C:29]4[CH2:28][CH2:27][CH2:26][CH2:25][C:24]=4[CH:23]=[CH:22][CH:21]=3)=[C:11]([CH2:12][CH2:13][CH3:14])[C:6]=2[O:5][C:4]([CH2:37][CH2:38][C:39]([OH:41])=[O:40])([CH2:30][CH2:31][C:32]([OH:34])=[O:33])[CH2:3]1. Reported procedure: The title compound was prepared by the method of Example 22 substituting the title product of Example 42 (445 mg) for the title product of Example 21. Trituration with ethyl acetate produced 317 mg of the titled compound as a solid, m.p. 126.5°-127.5° C. The reactants are BrC=1C(=C(C(=NC1)N)[N+](=O)[O-])N1CCN(CC1)CC1=NC=CC=C1 (5-bromo-3-nitro-4-(4-(pyridin-2-ylmethyl)piperazin-1-yl)pyridin-2-amine), CN(C1=CC=C(C=O)C=C1)C (4-dimethylaminobenzaldehyde), [O-]S(=O)S(=O)[O-].[Na+].[Na+] (Na2S2O4). Run in C(C)O (ethanol). Reaction conditions: temperature 70 celsius. Product: BrC=1C(=C2C(=NC1)NC(=N2)C2=CC=C(N(C)C)C=C2)N2CCN(CC2)CC2=NC=CC=C2 (4-(6-Bromo-7-(4-(pyridin-2-ylmethyl)piperazin-1-yl)-3H-imidazo[4,5-b]pyridin-2-yl)-N,N-dimethylaniline). As a reaction SMILES: [Br:1][C:2]1[C:3]([N:12]2[CH2:17][CH2:16][N:15]([CH2:18][C:19]3[CH:24]=[CH:23][CH:22]=[CH:21][N:20]=3)[CH2:14][CH2:13]2)=[C:4]([N+:9]([O-])=O)[C:5]([NH2:8])=[N:6][CH:7]=1.[CH3:25][N:26]([CH3:35])[C:27]1[CH:34]=[CH:33][C:30]([CH:31]=O)=[CH:29][CH:28]=1.[O-]S(S([O-])=O)=O.[Na+].[Na+]>C(O)C>[Br:1][C:2]1[C:3]([N:12]2[CH2:17][CH2:16][N:15]([CH2:18][C:19]3[CH:24]=[CH:23][CH:22]=[CH:21][N:20]=3)[CH2:14][CH2:13]2)=[C:4]2[N:9]=[C:31]([C:30]3[CH:33]=[CH:34][C:27]([N:26]([CH3:35])[CH3:25])=[CH:28][CH:29]=3)[NH:8][C:5]2=[N:6][CH:7]=1 |f:2.3.4|. Reported procedure: To a mixture of 5-bromo-3-nitro-4-(4-(pyridin-2-ylmethyl)piperazin-1-yl)pyridin-2-amine (0.043 g, 0.11 mmol), ethanol (4 ml), and 4-dimethylaminobenzaldehyde (0.021 g, 0.14 mmol) was added a freshly prepared aqueous solution of Na2S2O4 (1M; 0.44 ml, 0.44 mmol). The reaction mixture was heated at 70° C. for 4 h, then allowed to cool to room temperature and the solvents were removed in vacuo. The residue was absorbed on silica gel and the free running powder was placed on a 10 g isolute silica col... Reported procedure: Air inside a reaction vessel of the same type as the one used in Example 1 was replaced with a nitrogen gas in a satisfactory manner, after which 70 ml of a diisopropyl ether (chain ether solvent) solution containing 0.066 mol of suspended ethyl magnesium bromide was charged to the reaction vessel. Meanwhile, 0.060 mol of bromopentafluorobenzene and 20 ml of diisopropyl ether (chain ether solvent) were charged to the dropping funnel. Then, the diisopropyl ether solution of bromopentafluorobenzen... Product: FC1=C(C(=C(C(=C1[Mg]Br)F)F)F)F (pentafluorophenyl magnesium bromide), C(C)(C)OC(C)C (diisopropyl ether). Run at time 12 hour. Reactants: BrC1=C(C(=C(C(=C1F)F)F)F)F (bromopentafluorobenzene), C(C)(C)OC(C)C (diisopropyl ether), BrC1=C(C(=C(C(=C1F)F)F)F)F (bromopentafluorobenzene), C(C)(C)OC(C)C (diisopropyl ether), C(C)[Mg]Br (ethyl magnesium bromide), C(C)(C)OC(C)C (diisopropyl ether). As a reaction SMILES: C([Mg:3][Br:4])C.Br[C:6]1[C:11]([F:12])=[C:10]([F:13])[C:9]([F:14])=[C:8]([F:15])[C:7]=1[F:16].[CH:17]([O:20][CH:21]([CH3:23])[CH3:22])([CH3:19])[CH3:18]>>[F:12][C:11]1[C:6]([Mg:3][Br:4])=[C:7]([F:16])[C:8]([F:15])=[C:9]([F:14])[C:10]=1[F:13].[CH:17]([O:20][CH:21]([CH3:23])[CH3:22])([CH3:19])[CH3:18]. Reactants: C([O-])([O-])=O.[Na+].[Na+] (Sodium carbonate), BrC1=NC=CC2=C(C=CC=C12)C1=NOC(=N1)C1=CC(=C(C=C1)OC(C)C)Cl (1-Bromo-5-(5-{3-chloro-4-[(1-methylethyl)oxy]phenyl}-1,2,4-oxadiazol-3-yl)isoquinoline), OB(C=1C=C(C(=O)O)C=CC1)O (3-(dihydroxyboranyl)benzoic acid). Reagents/catalysts: C1=CC=C(C=C1)P([C-]2C=CC=C2)C3=CC=CC=C3.C1=CC=C(C=C1)P([C-]2C=CC=C2)C3=CC=CC=C3.Cl[Pd]Cl.[Fe+2] (PdCl2(dppf)2). Solvent: COCCOC (1,2-dimethoxyethane), C(C)O (ethanol), O (water). Conditions: temperature 80 celsius, time 8 hour. Yields the product ClC=1C=C(C=CC1OC(C)C)C1=NC(=NO1)C1=C2C=CN=C(C2=CC=C1)C=1C=C(C(=O)O)C=CC1 (3-[5-(5-{3-Chloro-4-[(1-methylethyl)oxy]phenyl}-1,2,4-oxadiazol-3-yl)-1-isoquinolinyl]benzoic acid). Isolated yield 10.2%. As a reaction SMILES: C(=O)([O-])[O-].[Na+].[Na+].Br[C:8]1[C:17]2[C:12](=[C:13]([C:18]3[N:22]=[C:21]([C:23]4[CH:28]=[CH:27][C:26]([O:29][CH:30]([CH3:32])[CH3:31])=[C:25]([Cl:33])[CH:24]=4)[O:20][N:19]=3)[CH:14]=[CH:15][CH:16]=2)[CH:11]=[CH:10][N:9]=1.OB(O)[C:36]1[CH:37]=[C:38]([CH:42]=[CH:43][CH:44]=1)[C:39]([OH:41])=[O:40]>COCCOC.C(O)C.O.C1C=CC(P(C2C=CC=CC=2)[C-]2C=CC=C2)=CC=1.C1C=CC(P(C2C=CC=CC=2)[C-]2C=CC=C2)=CC=1.Cl[Pd]Cl.[Fe+2]>[Cl:33][C:25]1[CH:24]=[C:23]([C:21]2[O:20][N:19]=[C:18]([C:13]3[CH:14]=[CH:15][CH:16]=[C:17]4[C:12]=3[CH:11]=[CH:10][N:9]=[C:8]4[C:36]3[CH:37]=[C:38]([CH:42]=[CH:43][CH:44]=3)[C:39]([OH:41])=[O:40])[N:22]=2)[CH:28]=[CH:27][C:26]=1[O:29][CH:30]([CH3:31])[CH3:32] |f:0.1.2,8.9.10.11|. Procedure details: Sodium carbonate (85 mg) and PdCl2(dppf)2 (50 mg) were added sequentially to a suspension of 1-bromo-5-(5-{3-chloro-4-[(1-methylethyl)oxy]phenyl}-1,2,4-oxadiazol-3-yl)isoquinoline (D40; 180 mg) and 3-(dihydroxyboranyl)benzoic acid (Aldrich; 99 mg) in 1,2-dimethoxyethane (DME; 2 ml), ethanol (1 ml) and water (1 ml). The resulting suspension was heated to 80° C. and stirred for overnight. The solvent was evaporated in vacuo and the residue was purified by MDAP to give the title compound (20 mg). δ... The reactants are BrC=1C=C2C=CC(=NC2=CC1)Cl (6-Bromo-2 chloroquinoline), COC1=C(CN)C=CC=C1 (2-methoxybenzylamine). Product: BrC=1C=C2C=CC(=NC2=CC1)NCC1=C(C=CC=C1)OC ((6-Bromo-quinolin-2-yl)-(2-methoxy-benzyl)-amine), solid. Yield: 84.0%. Reaction SMILES: [Br:1][C:2]1[CH:3]=[C:4]2[C:9](=[CH:10][CH:11]=1)[N:8]=[C:7](Cl)[CH:6]=[CH:5]2.[CH3:13][O:14][C:15]1[CH:22]=[CH:21][CH:20]=[CH:19][C:16]=1[CH2:17][NH2:18]>>[Br:1][C:2]1[CH:3]=[C:4]2[C:9](=[CH:10][CH:11]=1)[N:8]=[C:7]([NH:18][CH2:17][C:16]1[CH:19]=[CH:20][CH:21]=[CH:22][C:15]=1[O:14][CH3:13])[CH:6]=[CH:5]2. Procedure: 6-Bromo-2 chloroquinoline (727 mg, 3.0 mmol) and 2-methoxybenzylamine (823 mg, 6.0 mmol were stirred in a sealed tube at 120° C. for 16 h. The reaction mixture was purified by flash chromatography on silica gel (cyclohexane/ethyl acetate 100:0->70:30 gradient). (6-Bromo-quinolin-2-yl)-(2-methoxy-benzyl)-amine was obtained as a light yellow solid (868 mg, 84%), MS: m/e=343.1 (M+H+). The reactants are [H-].[Na+] (Sodium hydride), BrCCCCCCBr (1,6-dibromohexane), O (Water), C1(=CC=CC=C1)O (phenol). The solvent is CN(C=O)C (dimethylformamide), CN(C=O)C (dimethylformamide). Yields the product O(C1=CC=CC=C1)CCCCCCBr (6-phenoxyhexyl bromide). Isolated yield 100.0%. As a reaction SMILES: [H-].[Na+].[C:3]1([OH:9])[CH:8]=[CH:7][CH:6]=[CH:5][CH:4]=1.[Br:10][CH2:11][CH2:12][CH2:13][CH2:14][CH2:15][CH2:16]Br.O>CN(C)C=O>[O:9]([CH2:16][CH2:15][CH2:14][CH2:13][CH2:12][CH2:11][Br:10])[C:3]1[CH:8]=[CH:7][CH:6]=[CH:5][CH:4]=1 |f:0.1|. Procedure: 60% Sodium hydride (1.16 g) was suspended in dimethylformamide (40 ml), and phenol (3 g) was added under ice-cooilng with stirring. The mixture was stirred at room temperature for 1 hr. The mixture was again ice-cooled, and a solution of 1,6-dibromohexane (7.78 g) in dimethylformamide (10 ml) was dropwise added, which was followed by stirring at room temperature for 2 hr. Water was added to the reaction mixture and the mixture was extracted with ethyl acetate. The organic layer was washed with b... Starting materials: ClC1=NN2C(C(=N1)N(CC1=CC=C(C=C1)OC)C1CC1)=NC=C2C#N (2-chloro-4-(cyclopropyl(4-methoxybenzyl)amino)imidazo[2,1-f][1,2,4]triazine-7-carbonitrile), C([O-])([O-])=O.[Cs+].[Cs+] (cesium carbonate), NC=1C(=CC(=C(C#N)C1)C(C)CC(C)=O)Cl (5-amino-4-chloro-2-(4-oxopentan-2-yl)benzonitrile), CC1(C2=C(C(=CC=C2)P(C3=CC=CC=C3)C4=CC=CC=C4)OC5=C(C=CC=C51)P(C6=CC=CC=C6)C7=CC=CC=C7)C (Xantphos). Reagents/catalysts: C(C)(=O)[O-].[Pd+2].C(C)(=O)[O-] (palladium (II) acetate), C1=CC=C(C=C1)P([C-]2C=CC=C2)C3=CC=CC=C3.C1=CC=C(C=C1)P([C-]2C=CC=C2)C3=CC=CC=C3.[Fe+2] (DPPF). Run in O1CCOCC1 (dioxane). Reaction conditions: temperature 90 celsius. Product: ClC1=C(C=C(C(=C1)C(C)CC(C)=O)C#N)NC1=NN2C(C(=N1)N(CC1=CC=C(C=C1)OC)C1CC1)=NC=C2C#N (2-((2-chloro-5-cyano-4-(4-oxopentan-2yl)phenyl)amino)-4-(cyclopropyl(4-methoxybenzyl)amino)imidazo[2,1-f][1,2,4]triazine-7-carbonitrile). The yield is 62.0%. Reaction SMILES: Cl[C:2]1[N:7]=[C:6]([N:8]([CH:18]2[CH2:20][CH2:19]2)[CH2:9][C:10]2[CH:15]=[CH:14][C:13]([O:16][CH3:17])=[CH:12][CH:11]=2)[C:5]2=[N:21][CH:22]=[C:23]([C:24]#[N:25])[N:4]2[N:3]=1.[NH2:26][C:27]1[C:28]([Cl:41])=[CH:29][C:30]([CH:35]([CH2:37][C:38](=[O:40])[CH3:39])[CH3:36])=[C:31]([CH:34]=1)[C:32]#[N:33].CC1(C)C2C(=C(P(C3C=CC=CC=3)C3C=CC=CC=3)C=CC=2)OC2C(P(C3C=CC=CC=3)C3C=CC=CC=3)=CC=CC1=2.C(=O)([O-])[O-].[Cs+].[Cs+]>C([O-])(=O)C.[Pd+2].C([O-])(=O)C.C1C=CC(P(C2C=CC=CC=2)[C-]2C=CC=C2)=CC=1.C1C=CC(P(C2C=CC=CC=2)[C-]2C=CC=C2)=CC=1.[Fe+2].O1CCOCC1>[Cl:41][C:28]1[CH:29]=[C:30]([CH:35]([CH2:37][C:38](=[O:40])[CH3:39])[CH3:36])[C:31]([C:32]#[N:33])=[CH:34][C:27]=1[NH:26][C:2]1[N:7]=[C:6]([N:8]([CH:18]2[CH2:20][CH2:19]2)[CH2:9][C:10]2[CH:11]=[CH:12][C:13]([O:16][CH3:17])=[CH:14][CH:15]=2)[C:5]2=[N:21][CH:22]=[C:23]([C:24]#[N:25])[N:4]2[N:3]=1 |f:3.4.5,6.7.8,9.10.11|. Procedure: 2-chloro-4-(cyclopropyl(4-methoxybenzyl)amino)imidazo[2,1-f][1,2,4]triazine-7-carbonitrile (100 mg, 0.282 mmol), 5-amino-4-chloro-2-(4-oxopentan-2-yl)benzonitrile (67 mg, 0.282 mmol), palladium (II) acetate (18.9 mg, 0.085 mmol), DPPF (15.6 mg, 0.028 mmol), Xantphos (16.3 mg, 0.028 mmol), and cesium carbonate (184 mg, 0.564 mmol) were combined in a 10 dram vial and dioxane (2 mL) was added. The vial was evacuated and backfilled with N2 3×, then heated at 90° C. for 1 h. The reaction was cooled t...